This data is from the Open Reaction Database (ORD), a public repository of structured organic reaction records. The task is: describe an organic reaction: reactants, conditions, products, and yield Starting materials: OCC=1C=CC(=NC1)C (5-(hydroxymethyl)-2-methylpyridine), S(=O)(Cl)Cl (thionylchloride). Yields the product Cl.ClCC=1C=CC(=NC1)C (5-Chloromethyl-2-methyl-pyridine hydrochloride). As a reaction SMILES: O[CH2:2][C:3]1[CH:4]=[CH:5][C:6]([CH3:9])=[N:7][CH:8]=1.S(Cl)([Cl:12])=O>>[ClH:12].[Cl:12][CH2:2][C:3]1[CH:4]=[CH:5][C:6]([CH3:9])=[N:7][CH:8]=1 |f:2.3|. Procedure: The title compound was prepared in accordance with the general method of example E from 5-(hydroxymethyl)-2-methylpyridine and thionylchloride. The reactants are COC=1C=C2C=CC(=CC2=CC1)C(=O)C=1N=CN(C1)C(C1=CC=CC=C1)(C1=CC=CC=C1)C1=CC=CC=C1 ((6-Methoxynaphthalen-2-yl)-(1-trityl-1H-imidazol-4-yl)ketone), C1CCOC1 (THF), C(=O)O (formic acid). Reaction conditions: temperature 50 celsius, time 2 hour. The product is N1C=NC(=C1)C(C(C)C)(O)C1=CC2=CC=C(C=C2C=C1)OC (1-(1H-imidazol-4-yl)-1-(6-methoxynaphthalen-2-yl)-2-methylpropanol). RXN SMILES: [CH3:1][O:2][C:3]1[CH:4]=[C:5]2[C:10](=[CH:11][CH:12]=1)[CH:9]=[C:8]([C:13]([C:15]1[N:16]=[CH:17][N:18](C(C3C=CC=CC=3)(C3C=CC=CC=3)C3C=CC=CC=3)[CH:19]=1)=[O:14])[CH:7]=[CH:6]2.C(O)=O.[CH2:42]1[CH2:46]OC[CH2:43]1>>[NH:18]1[CH:19]=[C:15]([C:13]([C:8]2[CH:7]=[CH:6][C:5]3[C:10](=[CH:11][CH:12]=[C:3]([O:2][CH3:1])[CH:4]=3)[CH:9]=2)([OH:14])[CH:42]([CH3:46])[CH3:43])[N:16]=[CH:17]1. Reported procedure: (6-Methoxynaphthalen-2-yl)-(1-trityl-1H-imidazol-4-yl)ketone (15.0 g) was dissolved in THF (80 ml) and 90% formic acid (20 ml) was added. The mixture was stirred at 50° C. for 2 h and the solvent was evaporated. 1N Hydrochloric acid (60 ml) was added and the precipitate was filtrated. The filtrate was washed with ether and neutralized with potassium carbonate. The resulting precipitate was collected by filtration and dried under reduced pressure to give the title compound (7.54 g) as a colorless... Starting materials: [Al+3], CCCCCC=CCC=CCC=CCC=CCCCCN=[N+]=[N-], C1CCOC1, CCOCC, [F-], [H-], [H-], [H-], [H-], [Li+], [Na+]. The product is CCCCCC=CCC=CCC=CCC=CCCCCN. Reaction SMILES: [Al+3:25].[CH2:1]([CH2:2][CH2:3][CH2:4][CH:5]=[CH:6][CH2:7][CH:8]=[CH:9][CH2:10][CH:11]=[CH:12][CH2:13][CH:14]=[CH:15][CH2:16][CH2:17][CH2:18][CH2:19][CH3:20])[N:21]=[N+:22]=[N-:23].[CH2:30]1[O:31][CH2:32][CH2:33][CH2:34]1.[CH3:37][CH2:38][O:39][CH2:40][CH3:41].[F-:35].[H-:24].[H-:27].[H-:28].[H-:29].[Li+:26].[Na+:36]>>[CH2:1]([CH2:2][CH2:3][CH2:4][CH:5]=[CH:6][CH2:7][CH:8]=[CH:9][CH2:10][CH:11]=[CH:12][CH2:13][CH:14]=[CH:15][CH2:16][CH2:17][CH2:18][CH2:19][CH3:20])[NH2:21]. The reactants are O=C(O)c1cccc(COc2ccc(Br)cc2F)c1, CCOC(=O)CNC, ClCCl, CCN=C=NCCCN(C)C, CCN(C(C)C)C(C)C, Cl. Product: CCOC(=O)CN(C)C(=O)c1cccc(COc2ccc(Br)cc2F)c1. RXN SMILES: [Br:1][c:2]1[cH:3][c:4]([F:19])[c:5]([O:6][CH2:7][c:8]2[cH:9][c:10]([C:11](=[O:12])[OH:13])[cH:14][cH:15][cH:16]2)[cH:17][cH:18]1.[CH2:21]([CH3:22])[O:23][C:24]([CH2:25][NH:26][CH3:27])=[O:28].[CH2:49]([Cl:50])[Cl:51].[CH3:38][CH2:39][N:40]=[C:41]=[N:42][CH2:43][CH2:44][CH2:45][N:46]([CH3:47])[CH3:48].[CH:29]([N:30]([CH2:31][CH3:32])[CH:33]([CH3:34])[CH3:35])([CH3:36])[CH3:37].[ClH:20]>>[Br:1][c:2]1[cH:3][c:4]([F:19])[c:5]([O:6][CH2:7][c:8]2[cH:9][c:10]([C:11](=[O:13])[N:26]([CH2:25][C:24]([O:23][CH2:21][CH3:22])=[O:28])[CH3:27])[cH:14][cH:15][cH:16]2)[cH:17][cH:18]1. The reactants are CCOC(=O)c1[nH]c(Cl)c(C)c1Cl, Cl, O. Yields the product Cc1c(Cl)[nH]c(C(=O)O)c1Cl. Reaction SMILES: [Cl:1][c:2]1[c:3]([C:9](=[O:10])[O:11][CH2:12][CH3:13])[nH:4][c:5]([Cl:8])[c:6]1[CH3:7].[ClH:14].[OH2:15]>>[Cl:1][c:2]1[c:3]([C:9](=[O:10])[OH:11])[nH:4][c:5]([Cl:8])[c:6]1[CH3:7]. The reactants are NC1CCCc2ccccc21, O=Cc1ccc(-c2ccccc2)cc1. Yields the product c1ccc(-c2ccc(CNC3CCCc4ccccc43)cc2)cc1. Reaction SMILES: [CH:15]1([NH2:25])[CH2:16][CH2:17][CH2:18][c:19]2[cH:20][cH:21][cH:22][cH:23][c:24]21.[c:1]1(-[c:9]2[cH:10][cH:11][cH:12][cH:13][cH:14]2)[cH:2][cH:3][c:4]([CH:7]=[O:8])[cH:5][cH:6]1>>[c:1]1(-[c:9]2[cH:10][cH:11][cH:12][cH:13][cH:14]2)[cH:2][cH:3][c:4]([CH2:7][NH:25][CH:15]2[CH2:16][CH2:17][CH2:18][c:19]3[cH:20][cH:21][cH:22][cH:23][c:24]32)[cH:5][cH:6]1. Starting materials: NC1=NC(=C2N=C(NC2=N1)CCCNC(=O)OC(C)(C)C)OCC1=CC=C(CNC(C(F)(F)F)=O)C=C1 (N-[4-(2-Amino-8-(3-(tert-butoxycarbonylamino)-propyl)-9H-purin-6-yloxymethyl)-benzyl]-2,2,2-trifluoro-acetamide), FC(C(=O)O)(F)F (trifluoroacetic acid), C(C)OCC (diethyl ether). Run in ClCCl (dichloromethane). Reaction conditions: time 30 minute. The product is NC1=NC(=C2N=C(NC2=N1)CCCN)OCC1=CC=C(CNC(C(F)(F)F)=O)C=C1 (N-[4-(2-Amino-8-(3-aminopropyl)-9H-purin-6-yloxymethyl)-benzyl]-2,2,2-trifluoro-acetamide). Yield: 89.5%. As a reaction SMILES: [NH2:1][C:2]1[N:10]=[C:9]2[C:5]([N:6]=[C:7]([CH2:11][CH2:12][CH2:13][NH:14]C(OC(C)(C)C)=O)[NH:8]2)=[C:4]([O:22][CH2:23][C:24]2[CH:37]=[CH:36][C:27]([CH2:28][NH:29][C:30](=[O:35])[C:31]([F:34])([F:33])[F:32])=[CH:26][CH:25]=2)[N:3]=1.FC(F)(F)C(O)=O.C(OCC)C>ClCCl>[NH2:1][C:2]1[N:10]=[C:9]2[C:5]([N:6]=[C:7]([CH2:11][CH2:12][CH2:13][NH2:14])[NH:8]2)=[C:4]([O:22][CH2:23][C:24]2[CH:25]=[CH:26][C:27]([CH2:28][NH:29][C:30](=[O:35])[C:31]([F:32])([F:34])[F:33])=[CH:36][CH:37]=2)[N:3]=1. Procedure: The tert-butoxycarbonyl derivative 11 (Example 23, 100 mg, 0.19 mmol) is suspended in 10 mL dichloromethane, and 2 mL trifluoroacetic acid are added. The mixture is stirred at room temperature for 30 min and poured into 70 mL of diethyl ether. The precipitate is collected by filtration and purified by flash column chromatography (CH2Cl2/MeOH 5:1) yielding 74 mg (0.17 mmol, 92%) of the title compound. MS (ESI) m/z 424.1 [M+H]+. Starting materials: [Al+3], CCOCC, CC(C)c1cccc(C(C)C)c1C(=O)O, Cl, [H-], [H-], [H-], [H-], [Li+], C1CCOC1, O. The product is CC(C)c1cccc(C(C)C)c1CO. RXN SMILES: [Al+3:2].[CH2:29]([O:30][CH2:31][CH3:32])[CH3:33].[CH:7]([CH3:8])([CH3:9])[c:10]1[c:11]([C:12](=[O:13])[OH:14])[c:15]([CH:19]([CH3:20])[CH3:21])[cH:16][cH:17][cH:18]1.[ClH:23].[H-:1].[H-:4].[H-:5].[H-:6].[Li+:3].[O:24]1[CH2:25][CH2:26][CH2:27][CH2:28]1.[OH2:22]>>[CH:7]([CH3:8])([CH3:9])[c:10]1[c:11]([CH2:12][OH:13])[c:15]([CH:19]([CH3:20])[CH3:21])[cH:16][cH:17][cH:18]1. The reactants are BrCCO[Si](C)(C)C(C)(C)C ((2-bromoethoxy)-tert-butyldimethylsilane), [H-].[Na+] (Sodium hydride), solution, C1C(COC(O1)C2=CC=CC=C2)O (cis-1,3-O-benzylideneglycerol), [Cl-].[NH4+] (ammonium chloride). The solvent is CN(C)C=O (DMF). Conditions: time 2 hour. Product: crude product, C(C)(C)(C)[Si](OCCOC1COC(OC1)C1=CC=CC=C1)(C)C (tert-butyldimethyl-[2-(2-phenyl-[1,3]dioxan-5-yloxy)ethoxy]silane). Isolated yield 61.0%. RXN SMILES: [H-].[Na+].[CH2:3]1[O:8][CH:7]([C:9]2[CH:14]=[CH:13][CH:12]=[CH:11][CH:10]=2)[O:6][CH2:5][CH:4]1[OH:15].Br[CH2:17][CH2:18][O:19][Si:20]([C:23]([CH3:26])([CH3:25])[CH3:24])([CH3:22])[CH3:21].[Cl-].[NH4+]>CN(C=O)C>[C:23]([Si:20]([CH3:22])([CH3:21])[O:19][CH2:18][CH2:17][O:15][CH:4]1[CH2:3][O:8][CH:7]([C:9]2[CH:14]=[CH:13][CH:12]=[CH:11][CH:10]=2)[O:6][CH2:5]1)([CH3:26])([CH3:25])[CH3:24] |f:0.1,4.5|. Procedure details: Sodium hydride (133 mg, 3.32 mmol) was added to 5 mL of a solution of cis-1,3-O-benzylideneglycerol (300 mg, 1.66 mmol) in DMF, and the mixture was stirred at room temperature for two hours. (2-bromoethoxy)-tert-butyldimethylsilane (534 μl, 3.32 mmol) was added to the mixture which was then stirred at room temperature for two hours. Aqueous saturated ammonium chloride was added to the mixture, followed by extraction with ethyl acetate. The extract was washed with saturated saline and then dried ...